This data is from the Open Reaction Database (ORD), a public repository of structured organic reaction records. The task is: describe an organic reaction: reactants, conditions, products, and yield Reactants: C(C)(=O)OC=1C=CC=2C3=C(C(=NC2C1)N)N=C(S3)CCC (4-amino-2-propylthiazolo[4,5-c]quinolin-7-ol acetate), C([O-])([O-])=O.[Cs+].[Cs+] (cesium carbonate), CN(C)C=O (DMF), ClCC=1C(=NOC1C)C (4-(Chloromethyl)-3,5-dimethylisoxazole), C([O-])([O-])=O.[Cs+].[Cs+] (cesium carbonate), ClCC=1C(=NOC1C)C (4-(chloromethyl)-3,5-dimethylisoxazole). The solvent is ClCCl (dichloromethane). Reaction conditions: temperature 75 celsius, time 10 minute. Product: CC1=NOC(=C1COC=1C=CC=2C3=C(C(=NC2C1)N)N=C(S3)CCC)C (7-[(3,5-dimethylisoxazol-4-yl)methoxy]-2-propylthiazolo[4,5-c]quinolin-4-amine). Isolated yield 42.3%. Reaction SMILES: [C:1]([O:4][C:5]1[CH:6]=[CH:7][C:8]2[C:9]3[S:18][C:17]([CH2:19][CH2:20][CH3:21])=[N:16][C:10]=3[C:11]([NH2:15])=[N:12][C:13]=2[CH:14]=1)(=O)[CH3:2].C(=O)([O-])[O-].[Cs+].[Cs+].CN(C=O)C.ClC[C:35]1[C:36](C)=[N:37][O:38][C:39]=1[CH3:40]>ClCCl>[CH3:35][C:36]1[C:2]([CH2:1][O:4][C:5]2[CH:6]=[CH:7][C:8]3[C:9]4[S:18][C:17]([CH2:19][CH2:20][CH3:21])=[N:16][C:10]=4[C:11]([NH2:15])=[N:12][C:13]=3[CH:14]=2)=[C:39]([CH3:40])[O:38][N:37]=1 |f:1.2.3|. Procedure: A mixture of 4-amino-2-propylthiazolo[4,5-c]quinolin-7-ol acetate (318 mg, 1.0 mmol), cesium carbonate (1.3 g, 4.0 mmol), and DMF (20 mL) was stirred at 75° C. for 10 minutes. 4-(Chloromethyl)-3,5-dimethylisoxazole (160 mg, 1.1 mmol) was added dropwise over a period of 10 minutes. After 3 hours an additional equivalent of cesium carbonate was added in a single portion followed by the dropwise addition of an equivalent of 4-(chloromethyl)-3,5-dimethylisoxazole. After 1 additional hour the heat so... The reactants are C(CC)O (n-propanol), [OH-].[Na+] (sodium hydroxide), C(N)(OC(C)(C)C)=O (t-butyl carbamate), C(CC)O (n-propanol), ClOC(C)(C)C (t-butyl hypochlorite), [OH-].[Na+] (Sodium hydroxide), FC1=C(C=C(C=C1)C=C)N1CCOCC1 (4-(2-Fluoro-5-vinyl-phenyl)-morpholine), solution, CC[C@H]1CN2CC[C@H]1C[C@@H]2[C@H](C3=C4C=C(C=CC4=NC=C3)OC)OC5=NN=C(C6=CC=CC=C65)O[C@H]([C@H]7C[C@@H]8CCN7C[C@@H]8CC)C9=C1C=C(C=CC1=NC=C9)OC ((DHQD)2PHAL), C(CC)O (n-propanol). The reagents and catalysts are O.O.[Os](=O)(=O)=O.[K] (potassium osmium (VI) oxide dihydrate), O.O.[Os](=O)(=O)=O.[K] (potassium osmium (VI) oxide dihydrate). Run in O (water). Conditions: time 5 minute. The product is C(C)(C)(C)OC(NC(CO)C1=C(C(=CC=C1)N1CCOCC1)F)=O ([1-(Fluoro-3-morpholin-4-yl-phenyl)-2-hydroxy-ethyl]-carbamic acid tert-butyl ester). RXN SMILES: [OH-].[Na+].[C:3](=[O:10])([O:5][C:6]([CH3:9])([CH3:8])[CH3:7])[NH2:4].ClOC(C)(C)C.CC[C@@H]1[C@@H]2C[C@H]([C@@H](OC3C4C(=CC=CC=4)C(O[C@@H](C4C=CN=C5C=4C=C(OC)C=C5)[C@@H]4N5C[C@H](CC)[C@@H](CC5)C4)=NN=3)C3C=CN=C4C=3C=C(OC)C=C4)N(CC2)C1.[F:75][C:76]1C=[CH:80][C:79](C=C)=[CH:78][C:77]=1[N:84]1[CH2:89][CH2:88][O:87][CH2:86][CH2:85]1.[CH2:90]([OH:93])[CH2:91][CH3:92]>O.O.O.[Os](=O)(=O)=O.[K]>[C:6]([O:5][C:3](=[O:10])[NH:4][CH:91]([C:92]1[CH:80]=[CH:79][CH:78]=[C:77]([N:84]2[CH2:89][CH2:88][O:87][CH2:86][CH2:85]2)[C:76]=1[F:75])[CH2:90][OH:93])([CH3:9])([CH3:8])[CH3:7] |f:0.1,8.9.10.11,^1:100|. Procedure details: Sodium hydroxide (3.6 g) was dissolved in water (220 mL). 10 mL of this solution was used to dissolve potassium osmium (VI) oxide dihydrate (434 mg) to get a purple suspension. The rest of the sodium hydroxide solution was treated with t-butyl carbamate (10.666 g) in n-propanol (120 mL), followed by addition of t-butyl hypochlorite (11 mL). This solution was stirred for 5 min, then (DHQD)2PHAL (1466 mg) in n-propanol (120 mL) was added, followed by a solution of 4-(2-Fluoro-5-vinyl-phenyl)-morph... The reactants are CSC=1S\C(\C(N1)=O)=C/C=1C=C2C=CC=NC2=CC1 (2-methylsulfanyl-5-[1-quinolin-6-yl-meth-(Z)-ylidene]-thiazol-4-one), Cl.C1(=CC=CC=C1)[C@H]1[C@@H](C1)N (trans-2-phenyl-cyclopropylamine hydrochloride), CCN(C(C)C)C(C)C (DIEA). Yields the product C1(=CC=CC=C1)[C@H]1[C@@H](C1)NC=1S\C(\C(N1)=O)=C/C=1C=C2C=CC=NC2=CC1 (2-((1R,2S)-2-phenyl-cyclopropylamino)-5-[1-quinolin-6-yl-meth-(Z)-ylidene]-thiazol-4-one). RXN SMILES: CS[C:3]1[S:4]/[C:5](=[CH:9]\[C:10]2[CH:11]=[C:12]3[C:17](=[CH:18][CH:19]=2)[N:16]=[CH:15][CH:14]=[CH:13]3)/[C:6](=[O:8])[N:7]=1.Cl.[C:21]1([C@@H:27]2[CH2:29][C@H:28]2[NH2:30])[CH:26]=[CH:25][CH:24]=[CH:23][CH:22]=1.CCN(C(C)C)C(C)C>>[C:21]1([C@@H:27]2[CH2:29][C@H:28]2[NH:30][C:3]2[S:4]/[C:5](=[CH:9]\[C:10]3[CH:11]=[C:12]4[C:17](=[CH:18][CH:19]=3)[N:16]=[CH:15][CH:14]=[CH:13]4)/[C:6](=[O:8])[N:7]=2)[CH:26]=[CH:25][CH:24]=[CH:23][CH:22]=1 |f:1.2|. Procedure details: Similar procedure as described in example 1b was used, starting from 2-methylsulfanyl-5-[1-quinolin-6-yl-meth-(Z)-ylidene]-thiazol-4-one, trans-2-phenyl-cyclopropylamine hydrochloride and DIEA to give 2-((1R,2S)-2-phenyl-cyclopropylamino)-5-[1-quinolin-6-yl-meth-(Z)-ylidene]-thiazol-4-one. LC-MS m/e 372 (MH+). The reactants are CC1(CBr)SC2C(NC(=O)Cc3ccccc3)C(=O)N2C1C(=O)OCC(Cl)(Cl)Cl, CC(O)=S, CC(C)=O, O=P([O-])([O-])[O-]. Yields the product CC(=O)SCC1(C)SC2C(NC(=O)Cc3ccccc3)C(=O)N2C1C(=O)OCC(Cl)(Cl)Cl. Reaction SMILES: [Br:10][CH2:11][C:12]1([CH3:38])[S:13][CH:14]2[N:15]([CH:16]1[C:17](=[O:18])[O:19][CH2:20][C:21]([Cl:22])([Cl:23])[Cl:24])[C:25](=[O:37])[CH:26]2[NH:27][C:28]([CH2:29][c:30]1[cH:31][cH:32][cH:33][cH:34][cH:35]1)=[O:36].[C:1]([CH3:2])(=[S:3])[OH:4].[CH3:39][C:40](=[O:41])[CH3:42].[O-:5][P:6](=[O:7])([O-:8])[O-:9]>>[C:1]([CH3:2])([S:3][CH2:11][C:12]1([CH3:38])[S:13][CH:14]2[N:15]([CH:16]1[C:17](=[O:18])[O:19][CH2:20][C:21]([Cl:22])([Cl:23])[Cl:24])[C:25](=[O:37])[CH:26]2[NH:27][C:28]([CH2:29][c:30]1[cH:31][cH:32][cH:33][cH:34][cH:35]1)=[O:36])=[O:4]. Starting materials: CC1(OB(OC1(C)C)C1=C2C=NNC2=CC(=C1)C(F)(F)F)C (4-(4,4,5,5-tetramethyl-1,3,2-dioxaborolan-2-yl)-6-(trifluoromethyl)-1H-indazole), BrC=1C=CC(=NC1C)NS(=O)(=O)C (N-(5-bromo-6-methylpyridin-2-yl)methanesulfonamide), C(=O)(O)[O-].[Na+] (NaHCO3). Reagents/catalysts: C1=CC=C(C=C1)P([C-]2C=CC=C2)C3=CC=CC=C3.C1=CC=C(C=C1)P([C-]2C=CC=C2)C3=CC=CC=C3.Cl[Pd]Cl.[Fe+2] (PdCl2(dppf)). Solvent: O1CCOCC1 (dioxane). Reaction conditions: temperature 140 celsius. The product is C(=O)(C(F)(F)F)O (TFA), CC1=C(C=CC(=N1)NS(=O)(=O)C)C1=C2C=NNC2=CC(=C1)C(F)(F)F (N-(6-methyl-5-(6-(trifluoromethyl)-1H-indazol-4-yl)pyridin-2-yl)methanesulfonamide), solid. Isolated yield 33.0%. Reaction SMILES: CC1(C)C(C)(C)OB([C:9]2[CH:17]=[C:16]([C:18]([F:21])([F:20])[F:19])[CH:15]=[C:14]3[C:10]=2[CH:11]=[N:12][NH:13]3)O1.Br[C:24]1[CH:25]=[CH:26][C:27]([NH:31][S:32]([CH3:35])(=[O:34])=[O:33])=[N:28][C:29]=1[CH3:30].[C:36]([O-:39])(O)=[O:37].[Na+]>O1CCOCC1.C1C=CC(P(C2C=CC=CC=2)[C-]2C=CC=C2)=CC=1.C1C=CC(P(C2C=CC=CC=2)[C-]2C=CC=C2)=CC=1.Cl[Pd]Cl.[Fe+2]>[C:36]([OH:39])([C:18]([F:21])([F:20])[F:19])=[O:37].[CH3:30][C:29]1[N:28]=[C:27]([NH:31][S:32]([CH3:35])(=[O:34])=[O:33])[CH:26]=[CH:25][C:24]=1[C:9]1[CH:17]=[C:16]([C:18]([F:19])([F:20])[F:21])[CH:15]=[C:14]2[C:10]=1[CH:11]=[N:12][NH:13]2 |f:2.3,5.6.7.8|. Reported procedure: A vial was charged with a mixture of 4-(4,4,5,5-tetramethyl-1,3,2-dioxaborolan-2-yl)-6-(trifluoromethyl)-1H-indazole (0.1 g, 0.320 mmol), N-(5-bromo-6-methylpyridin-2-yl)methanesulfonamide (0.170 g, 0.641 mmol) and PdCl2(dppf) (0.012 g, 0.016 mmol) in dioxane (8 mL) and aqueous saturated NaHCO3 (2 mL). The resulting light brown suspension was heated at 140° C. for 45 minutes in a microwave reactor. The reaction mixture was subsequently concentrated and the crude residue was purified by preparati...